From a dataset of the Open Reaction Database (ORD), a public repository of structured organic reaction records. describe an organic reaction: reactants, conditions, products, and yield Reactants: [Li]CCCC (n-BuLi), C1CCOC1 (THF), S1C2=C(C=C1)C=C1C=C3SC=CC3=CC1=C2 (naphtho[2,3-b:6,7-b′]dithiophene), ( 2 ), C[Sn](C)(C)Cl (trimethyltin chloride). The solvent is O (water). Conditions: temperature -78 celsius, time 11 hour. Yields the product C[Sn](C1=CC2=C(S1)C=C1C=C3C(SC(=C3)[Sn](C)(C)C)=CC1=C2)(C)C (2,7-bis(trimethylstannyl)naphtho[2,3-b:6,7-b′]dithiophene). Yield: 54.0%. As a reaction SMILES: [Li]CCCC.C1COCC1.[S:11]1[CH:15]=[CH:14][C:13]2[CH:16]=[C:17]3[C:25](=[CH:26][C:12]1=2)[CH:24]=[C:23]1[C:19]([S:20][CH:21]=[CH:22]1)=[CH:18]3.[CH3:27][Sn:28](Cl)([CH3:30])[CH3:29]>O>[CH3:27][Sn:28]([CH3:30])([CH3:29])[C:15]1[S:11][C:12]2[CH:26]=[C:25]3[C:17](=[CH:16][C:13]=2[CH:14]=1)[CH:18]=[C:19]1[S:20][C:21]([Sn:28]([CH3:30])([CH3:29])[CH3:27])=[CH:22][C:23]1=[CH:24]3. Procedure: Under a nitrogen atmosphere, n-BuLi (1.57N hexane solution, 5.7 ml, 8.9 mmol) was slowly added to an anhydrous THF (80 mL) solution of naphtho[2,3-b:6,7-b′]dithiophene (a compound of formula (2)) (675 mg, 2.8 mmol) at −78° C. The reaction solution was heated and refluxed. After the reaction for 1.5 hours, the reaction solution was cooled to −78° C. To the reaction solution, trimethyltin chloride (2.24 g, 11.2 mmol) was added. After the mixture was stirred at room temperature for 11 hours, and wa... Reactants: C1(=CC(=CC=C1)C(=O)Cl)C (m-toluoyl chloride), CC=1C=CC(=CC1)C (p-xylene), MoS2, Cl (HCl), C1=CC=CC=C1 (benzene). Yields the product CC1=C(C(=O)C2=CC(=CC=C2)C)C=CC(=C1)C (2,4,3'-trimethylbenzophenone). Reaction SMILES: [C:1]1([CH3:10])[CH:6]=[CH:5][CH:4]=[C:3]([C:7](Cl)=[O:8])[CH:2]=1.C[C:12]1[CH:13]=[CH:14][C:15]([CH3:18])=[CH:16][CH:17]=1.Cl.[CH:20]1C=CC=CC=1>>[CH3:18][C:15]1[CH:16]=[C:17]([CH3:20])[CH:12]=[CH:13][C:14]=1[C:7]([C:3]1[CH:4]=[CH:5][CH:6]=[C:1]([CH3:10])[CH:2]=1)=[O:8]. Procedure: A mixture of 15.46 g (0.1 mole) of m-toluoyl chloride, 24.6 ml (0.2 mole) of p-xylene, and 2 g of MoS2 was stirred and refluxed. After 24 hours no more HCl evolved. The mixture was diluted with 100 ml of benzene, filtered from 2 g of MoS2, and distilled to obtain 12.5 g boiling at 245°-250° C./200 of 2,4,3'-trimethylbenzophenone, 82.6 mole % yield. Reactants: BrC=1C=C(C(=C(C1)C)Cl)C (5-bromo-2-chloro-1,3-dimethylbenzene), C(C)(=O)NC(C(=O)OC)=C (methyl 2-acetylamino-acrylate), C1(=C(C=CC=C1)P(C1=C(C=CC=C1)C)C1=C(C=CC=C1)C)C (tri-o-tolyl-phosphane). The reagents and catalysts are CC(=O)[O-].CC(=O)[O-].[Pd+2] (Pd(OAc)2). Run in C(C)N(CC)CC (triethylamine), C(C)#N (acetonitrile). Reaction conditions: temperature 80 celsius, time 18 hour. The product is C(C)(=O)NC(C(=O)OC)=CC1=CC(=C(C(=C1)C)Cl)C (methyl 2-acetylamino-3-(4-chloro-3,5-dimethyl-phenyl)-acrylate). As a reaction SMILES: Br[C:2]1[CH:3]=[C:4]([CH3:10])[C:5]([Cl:9])=[C:6]([CH3:8])[CH:7]=1.[C:11]([NH:14][C:15](=[CH2:20])[C:16]([O:18][CH3:19])=[O:17])(=[O:13])[CH3:12].C1(C)C=CC=CC=1P(C1C=CC=CC=1C)C1C=CC=CC=1C>C(N(CC)CC)C.C(#N)C.CC([O-])=O.CC([O-])=O.[Pd+2]>[C:11]([NH:14][C:15](=[CH:20][C:2]1[CH:3]=[C:4]([CH3:10])[C:5]([Cl:9])=[C:6]([CH3:8])[CH:7]=1)[C:16]([O:18][CH3:19])=[O:17])(=[O:13])[CH3:12] |f:5.6.7|. Procedure details: Under a nitrogen atmosphere 30.0 g (136.7 mmol) 5-bromo-2-chloro-1,3-dimethylbenzene, 24.0 g (164.0 mmol) methyl 2-acetylamino-acrylate in 420 mL triethylamine and 200 mL acetonitrile were combined with 3.4 g (10.9 mmol) tri-o-tolyl-phosphane and 2.4 g (10.9 mmol) Pd(OAc)2 and stirred for 18 h at 80° C. The precipitate was suction filtered, the filtrate was evaporated down i. vac., combined with 800 mL DCM and 800 mL water, the organic phase was separated off and dried over Na2SO4. After the des... The reactants are 350, ClC1=C(C=O)C(=CC=C1)Cl (2,6-dichlorobenzaldehyde), C(C)(=O)O (acetic acid), 162.8, [C-]#N.[K+] (potassium cyanide), ClCCl (dichloromethane). Solvent: O (water), O (water). Product: 396, ClC1=C(C(=CC=C1)Cl)C(C#N)O (2,6-dichloro-α-hydroxybenzeneacetonitrile). RXN SMILES: [Cl:1][C:2]1[CH:9]=[CH:8][CH:7]=[C:6]([Cl:10])[C:3]=1[CH:4]=[O:5].C(O)(=O)C.[C-:15]#[N:16].[K+].ClCCl>O>[Cl:1][C:2]1[CH:9]=[CH:8][CH:7]=[C:6]([Cl:10])[C:3]=1[CH:4]([OH:5])[C:15]#[N:16] |f:2.3|. Procedure: To a stirred and cooled (15° C.) solution of 350 parts of 2,6-dichlorobenzaldehyde and 1600 parts of acetic acid was added dropwise a solution of 162.8 parts of potassium cyanide in water during 30 minutes at 15°-20° C. After stirring for 16 hours at 20° C., 1300 parts of dichloromethane and 1000 parts of water were added. The separated aqueous layer was washed three times with dichloromethane. The combined organic layers were washed with water, dried, filtered and evaporated at 40° C., yielding... The reactants are [OH-].[Na+] (NaOH), C(C1=CC=CC=C1)OC(C1=C(C=C(C=C1)OCC1=CC=CC=C1)NC(C)=O)=O (2-acetylamino-4-benzyloxy-benzoic acid benzyl ester), Cl (HCl). Run in CCO (EtOH). The product is NC1=C(C(=O)O)C=CC(=C1)OCC1=CC=CC=C1 (2-amino-4-benzyloxy-benzoic acid). The yield is 98.2%. As a reaction SMILES: C([O:8][C:9](=[O:28])[C:10]1[CH:15]=[CH:14][C:13]([O:16][CH2:17][C:18]2[CH:23]=[CH:22][CH:21]=[CH:20][CH:19]=2)=[CH:12][C:11]=1[NH:24]C(=O)C)C1C=CC=CC=1.[OH-].[Na+].Cl>CCO>[NH2:24][C:11]1[CH:12]=[C:13]([O:16][CH2:17][C:18]2[CH:23]=[CH:22][CH:21]=[CH:20][CH:19]=2)[CH:14]=[CH:15][C:10]=1[C:9]([OH:28])=[O:8] |f:1.2|. Procedure details: A suspension of 1.87 g (4.98 mmol) of 2-acetylamino-4-benzyloxy-benzoic acid benzyl ester in EtOH (20 ml) was treated with 1N NaOH (20–30 ml) and stirred at 95° C.–130° C. (oil bath temperature) until completion of the reaction according to TLC and NMR analysis (reaction time about 34 h). The reaction mixture was cooled to RT, brought to pH 6 on addition of 1N aqueous HCl, the precipitate that formed was filtered off by suction and dried in a high vacuum to give 1.19 g (91.7%) of the desired 2-a...